The task is: describe an organic reaction: reactants, conditions, products, and yield. This data is from the Open Reaction Database (ORD), a public repository of structured organic reaction records. The reactants are CC(/C=C/C(=O)NCCNC1=CC(=NC2=CC=CC=C12)C)C ((E)-4-Methyl-N-[2-[(2-methyl-4-quinolyl)amino]ethyl]pent-2-enamide), COC=1C=CC(=CC1)P2(=S)SP(=S)(S2)C=3C=CC(=CC3)OC (Lawesson's reagent). Solvent: O1CCOCC1 (dioxane). Run at temperature 130 celsius. Product: CC(/C=C/C(NCCNC1=CC(=NC2=CC=CC=C12)C)=S)C ((E)-4-Methyl-N-[2-[(2-methyl-4-quinolyl)amino]ethyl]pent-2-enethioamide). As a reaction SMILES: [CH3:1][CH:2]([CH3:22])/[CH:3]=[CH:4]/[C:5]([NH:7][CH2:8][CH2:9][NH:10][C:11]1[C:20]2[C:15](=[CH:16][CH:17]=[CH:18][CH:19]=2)[N:14]=[C:13]([CH3:21])[CH:12]=1)=O.COC1C=CC(P2(SP(C3C=CC(OC)=CC=3)(=S)S2)=[S:32])=CC=1>O1CCOCC1>[CH3:1][CH:2]([CH3:22])/[CH:3]=[CH:4]/[C:5](=[S:32])[NH:7][CH2:8][CH2:9][NH:10][C:11]1[C:20]2[C:15](=[CH:16][CH:17]=[CH:18][CH:19]=2)[N:14]=[C:13]([CH3:21])[CH:12]=1. Procedure: (E)-4-Methyl-N-[2-[(2-methyl-4-quinolyl)amino]ethyl]pent-2-enamide (50 mg, 0.15 mmol) was dissolved in dioxane (2 ml), Lawesson's reagent (75 mg, 0.18 mmol) was added in one portion and the resulting mixture was stirred at 130° C. under microwave heating for 0.5 hrs. The volatiles were removed under reduced pressure and the residue was purified by preparative HPLC (gradient of water containing 0.1% ammonia and acetonitrile) to yield 15 mg (0.047 mmol, 28.5%).